Dataset: the Open Reaction Database (ORD), a public repository of structured organic reaction records. Task: describe an organic reaction: reactants, conditions, products, and yield Reactants: CC(=O)NC(CC(C)C)C(=O)O, CC(=O)Nc1cccc2c1C(=O)OC2=O, CCOc1cc(C(N)CS(C)(=O)=O)ccc1OC, CC(=O)O, [K+], O=P([O-])(O)O. Yields the product CCOc1cc(C(CS(C)(=O)=O)N2C(=O)c3cccc(NC(C)=O)c3C2=O)ccc1OC. RXN SMILES: [C:1]([NH:2][CH:3]([C:4]([OH:5])=[O:6])[CH2:7][CH:8]([CH3:9])[CH3:10])(=[O:11])[CH3:12].[C:31]([CH3:32])(=[O:33])[NH:34][c:35]1[c:36]2[c:37]([cH:43][cH:44][cH:45]1)[C:38](=[O:39])[O:40][C:41]2=[O:42].[CH2:13]([CH3:14])[O:15][c:16]1[cH:17][c:18]([CH:24]([CH2:25][S:26](=[O:27])(=[O:28])[CH3:29])[NH2:30])[cH:19][cH:20][c:21]1[O:22][CH3:23].[CH3:52][C:53](=[O:54])[OH:55].[K+:51].[P:46]([O-:47])([OH:48])([OH:49])=[O:50]>>[CH2:13]([CH3:14])[O:15][c:16]1[cH:17][c:18]([CH:24]([CH2:25][S:26](=[O:27])(=[O:28])[CH3:29])[N:30]2[C:38](=[O:39])[c:37]3[c:36]([c:35]([NH:34][C:31]([CH3:32])=[O:33])[cH:45][cH:44][cH:43]3)[C:41]2=[O:40])[cH:19][cH:20][c:21]1[O:22][CH3:23]. The reactants are ClC=1C=NC(=NC1)C(=C)C1C[C@@H]([C@@H](CC1)C(=O)OCC)C (ethyl rel-(1R,2S)-4-[1-(5-chloropyrimidin-2-yl)ethenyl]-2-methylcyclohexanecarboxylate), FC(C1=NC(=NC=C1)NC1=CC(=CC(=C1)B1OC(C(O1)(C)C)(C)C)C)F (4-(difluoromethyl)-N-[3-methyl-5-(4,4,5,5-tetramethyl-1,3,2-dioxaborolan-2-yl)phenyl]pyrimidin-2-amine), CC(C)C1=CC(=C(C(=C1)C(C)C)C2=C(C=CC=C2)P(C3CCCCC3)C4CCCCC4)C(C)C (XPhos), potassium phosphate tribasic trihydrate. Reagents/catalysts: C=1C=CC(=CC1)/C=C/C(=O)/C=C/C2=CC=CC=C2.C=1C=CC(=CC1)/C=C/C(=O)/C=C/C2=CC=CC=C2.C=1C=CC(=CC1)/C=C/C(=O)/C=C/C2=CC=CC=C2.[Pd].[Pd] (tris(dibenzylideneacetone)-dipalladium(0)). The solvent is CN(C=O)C (N,N-dimethylformamide), [Cl-].[Na+].O (brine). Conditions: temperature 90 celsius, time 12 hour. The product is FC(C1=NC(=NC=C1)NC=1C=C(C=C(C1)C)C=1C=NC(=NC1)C(=C)C1C[C@@H]([C@@H](CC1)C(=O)OCC)C)F (ethyl rel-(1R,2S)-4-{1-[5-(3-{[4-(difluoromethyl)pyrimidin-2-yl]amino}-5-methylphenyl)pyrimidin-2-yl]ethenyl}-2-methylcyclohexanecarboxylate). RXN SMILES: Cl[C:2]1[CH:3]=[N:4][C:5]([C:8]([CH:10]2[CH2:15][CH2:14][C@@H:13]([C:16]([O:18][CH2:19][CH3:20])=[O:17])[C@@H:12]([CH3:21])[CH2:11]2)=[CH2:9])=[N:6][CH:7]=1.[F:22][CH:23]([F:47])[C:24]1[CH:29]=[CH:28][N:27]=[C:26]([NH:30][C:31]2[CH:36]=[C:35](B3OC(C)(C)C(C)(C)O3)[CH:34]=[C:33]([CH3:46])[CH:32]=2)[N:25]=1.CC(C1C=C(C(C)C)C(C2C=CC=CC=2P(C2CCCCC2)C2CCCCC2)=C(C(C)C)C=1)C>CN(C)C=O.[Cl-].[Na+].O.C1C=CC(/C=C/C(/C=C/C2C=CC=CC=2)=O)=CC=1.C1C=CC(/C=C/C(/C=C/C2C=CC=CC=2)=O)=CC=1.C1C=CC(/C=C/C(/C=C/C2C=CC=CC=2)=O)=CC=1.[Pd].[Pd]>[F:47][CH:23]([F:22])[C:24]1[CH:29]=[CH:28][N:27]=[C:26]([NH:30][C:31]2[CH:36]=[C:35]([C:2]3[CH:3]=[N:4][C:5]([C:8]([CH:10]4[CH2:15][CH2:14][C@@H:13]([C:16]([O:18][CH2:19][CH3:20])=[O:17])[C@@H:12]([CH3:21])[CH2:11]4)=[CH2:9])=[N:6][CH:7]=3)[CH:34]=[C:33]([CH3:46])[CH:32]=2)[N:25]=1 |f:4.5.6,7.8.9.10.11|. Reported procedure: A mixture of ethyl rel-(1R,2S)-4-[1-(5-chloropyrimidin-2-yl)ethenyl]-2-methylcyclohexanecarboxylate (480 mg, 1.6 mmol), 4-(difluoromethyl)-N-[3-methyl-5-(4,4,5,5-tetramethyl-1,3,2-dioxaborolan-2-yl)phenyl]pyrimidin-2-amine (570 mg, 1.6 mmol), tris(dibenzylideneacetone)-dipalladium(0) (140 mg, 0.16 mmol), XPhos (140 mg, 0.32 mmol) and potassium phosphate tribasic trihydrate (1.25 g, 4.8 mmol) in N,N-dimethylformamide (2 mL) was stirred at 90° C. under a nitrogen atmosphere for 12 hours. After coo... The reactants are resultant solution, ClC1(C(C1)F)C(=O)OCC (ethyl 1-chloro-2-fluoro-cyclopropane-1-carboxylate), [BH4-].[Na+] (Sodium borohydride), resultant mixture, compound ( 1b ). The reagents and catalysts are O.O.O.O.O.O.[Co](Cl)Cl (Cobalt chloride hexahydrate). The solvent is CN(C(C)=O)C (N,N-dimethylacetamide), CN(C(C)=O)C (N,N-dimethylacetamide). Product: FC1C(C1)C(=O)OCC (ethyl 2-fluoro-cyclopropane-1-carboxylate). Yield: 96.0%. RXN SMILES: [BH4-].[Na+].Cl[C:4]1([C:8]([O:10][CH2:11][CH3:12])=[O:9])[CH2:6][CH:5]1[F:7]>CN(C)C(=O)C.O.O.O.O.O.O.[Co](Cl)Cl>[F:7][CH:5]1[CH2:6][CH:4]1[C:8]([O:10][CH2:11][CH3:12])=[O:9] |f:0.1,4.5.6.7.8.9.10|. Procedure: Sodium borohydride (170 mg, 4.50 mmol) was added to and dissolved in N,N-dimethylacetamide (1.5 mL) at room temperature, followed by addition of an N,N-dimethylacetamide solution (1.0 mL) of ethyl 1-chloro-2-fluoro-cyclopropane-1-carboxylate (hereinafter the compound will be referred to as “compound (1b)”) (cis/trans=95/5) (500 mg, 3.00 mmol). Cobalt chloride hexahydrate (3.6 mg, 0.015 mmol) was added to the resultant solution at the same temperature. After completion of addition, the resultant ... Starting materials: CI (methyl iodide), [H-].[Na+] (NaH), oil, BrC=1C=CC(=C(C1)C1=NC2=C(N1)C=CC=C2)F (2-(5-Bromo-2-fluoro-phenyl)-1H-benzoimidazole). Run in C1CCOC1 (THF). Conditions: time 30 minute. Product: BrC=1C=CC(=C(C1)C1=NC2=C(N1C)C=CC=C2)F (2-(5-Bromo-2-fluoro-phenyl)-1-methyl-1H-benzoimidazole). Yield: 97.6%. RXN SMILES: [H-].[Na+].[Br:3][C:4]1[CH:5]=[CH:6][C:7]([F:19])=[C:8]([C:10]2[NH:14][C:13]3[CH:15]=[CH:16][CH:17]=[CH:18][C:12]=3[N:11]=2)[CH:9]=1.[CH3:20]I>C1COCC1>[Br:3][C:4]1[CH:5]=[CH:6][C:7]([F:19])=[C:8]([C:10]2[N:11]([CH3:20])[C:12]3[CH:18]=[CH:17][CH:16]=[CH:15][C:13]=3[N:14]=2)[CH:9]=1 |f:0.1|. Procedure details: NaH 60% suspension in mineral oil (0.61 g, 25.5 mmol) was added to a solution of 2-(5-Bromo-2-fluoro-phenyl)-1H-benzoimidazole (3.70 g, 12.76 mmol) in dry THF (100 mL) and the reaction was stirred at room temperature 30 minutes before adding methyl iodide (1.19 mL, 19.1 mmol). Reaction was left stirring for 2 h, then quenched with water (20 mL) The solution was concentrated, then AcOEt (30 mL) was added. The organic solution was separated, washed with brine (10 mL), dried over Na2SO4 and concent... Reactants: N1(CCOCC1)C=1C=C(C(=O)NC)C=C(C1)[N+](=O)[O-] (3-(4-morpholinyl)-5-nitro-N-(methyl)-benzamide), [H][H] (hydrogen). The reagents and catalysts are [Ni] (Raney nickel). Solvent: C(C)O (ethanol). Product: NC=1C=C(C(=O)NC)C=C(C1)N1CCOCC1 (3-Amino-5-(4-Morpholinyl)-N-(methyl)-benzamide). As a reaction SMILES: [N:1]1([C:7]2[CH:8]=[C:9]([CH:14]=[C:15]([N+:17]([O-])=O)[CH:16]=2)[C:10]([NH:12][CH3:13])=[O:11])[CH2:6][CH2:5][O:4][CH2:3][CH2:2]1.[H][H]>C(O)C.[Ni]>[NH2:17][C:15]1[CH:14]=[C:9]([CH:8]=[C:7]([N:1]2[CH2:2][CH2:3][O:4][CH2:5][CH2:6]2)[CH:16]=1)[C:10]([NH:12][CH3:13])=[O:11]. Reported procedure: A solution of 3-(4-morpholinyl)-5-nitro-N-(methyl)-benzamide (Example 86d; 300 mg, 1.12 mmol) in ethanol (20 mL) is hydrogenated at atmospheric pressure over Raney nickel (0.2 g) at 25° C. The calculated amount of hydrogen is taken up in 19 hours. The mixture is then filtered and the solvent is evaporated off under reduced pressure to yield the crude product which is purified by recrystallisation from ethyl acetate to give the title compound as a beige crystalline solid, m.p. 201–204° C.